This data is from the Open Reaction Database (ORD), a public repository of structured organic reaction records. The task is: describe an organic reaction: reactants, conditions, products, and yield Reactants: [NH2-].[Na+] (sodium amide), Cl.FC1=CC=C(C=C1)NN ((4-Fluorophenyl)hydrazine hydrochloride), BrCC1=C(C(=C(C=C1)C)F)F (1-(bromomethyl)-2,3-difluoro-4-methylbenzene). The solvent is O1CCCC1 (tetrahydrofuran). Reaction conditions: temperature 50 celsius, time 5 minute. The product is FC1=C(CN(N)C2=CC=C(C=C2)F)C=CC(=C1F)C (1-(2,3-difluoro-4-methylbenzyl)-1-(4-fluorophenyl)hydrazine). Reaction SMILES: [NH2-].[Na+].Cl.[F:4][C:5]1[CH:10]=[CH:9][C:8]([NH:11][NH2:12])=[CH:7][CH:6]=1.Br[CH2:14][C:15]1[CH:20]=[CH:19][C:18]([CH3:21])=[C:17]([F:22])[C:16]=1[F:23]>O1CCCC1>[F:22][C:17]1[C:16]([F:23])=[C:15]([CH3:14])[CH:20]=[CH:19][C:18]=1[CH2:21][N:11]([C:8]1[CH:9]=[CH:10][C:5]([F:4])=[CH:6][CH:7]=1)[NH2:12] |f:0.1,2.3|. Reported procedure: A flask containing tetrahydrofuran (2.0 mL) was charged with sodium amide (152 mg, 3.69 mmol; Aldrich) and chilled to 0° C. (4-Fluorophenyl)hydrazine hydrochloride (400 mg, 2.64 mmol; Aldrich) was added in portions. After 5 minutes, the solid had completely dissolved and the ice bath was removed. Stirring was continued for 1 hour, then the solution was chilled again in an ice bath and 1-(bromomethyl)-2,3-difluoro-4-methylbenzene (598 mg, 2.72 mmol; Aldrich) was added dropwise. After 30 minutes, ... Solvent: C(C)(=O)OCC (ethyl acetate). Procedure details: To a stirred solution of ((1R,3aS,5aR,5bR,7aR,9S,11aR,11bR,13aR,13bR)-9-hydroxy-5a,5b,8,8,11a-pentamethyl-1-(prop-1-en-2-yl)icosahydro-1H-cyclopenta[a]chrysene-3a-carbonyl)-4-phenylpiperidine-4-carbonitrile (Example 76, 0.5 g, 0.80 mmol) in pyridine (5 ml) dimethyl amino pyridine (0.2 g, 1.6 mmol) was added then 3,3-dimethyldihydrofuran-2,5-dione (0.82 ml) was added and the contents were refluxed for about 16 hours. Upon completion of the reaction (monitored by TLC), the reaction mixture was dil... As a reaction SMILES: [OH:1][C@H:2]1[CH2:19][CH2:18][C@@:17]2([CH3:20])[C@@H:4]([CH2:5][CH2:6][C@:7]3([CH3:44])[C@@H:16]2[CH2:15][CH2:14][C@H:13]2[C@@:8]3([CH3:43])[CH2:9][CH2:10][C@@:11]3([C:27]([N:29]4[CH2:34][CH2:33][C:32]([C:37]5[CH:42]=[CH:41][CH:40]=[CH:39][CH:38]=5)([C:35]#[N:36])[CH2:31][CH2:30]4)=[O:28])[CH2:23][CH2:22][C@@H:21]([C:24]([CH3:26])=[CH2:25])[C@@H:12]32)[C:3]1([CH3:46])[CH3:45].N1C=CC=CC=1.[CH3:53][C:54]1([CH3:61])[CH2:58][C:57](=[O:59])[O:56][C:55]1=[O:60]>C(OCC)(=O)C>[C:35]([C:32]1([C:37]2[CH:42]=[CH:41][CH:40]=[CH:39][CH:38]=2)[CH2:33][CH2:34][N:29]([C:27]([C@:11]23[CH2:23][CH2:22][C@@H:21]([C:24]([CH3:26])=[CH2:25])[C@@H:12]2[C@@H:13]2[C@@:8]([CH3:43])([CH2:9][CH2:10]3)[C@@:7]3([CH3:44])[C@@H:16]([C@:17]4([CH3:20])[C@@H:4]([CH2:5][CH2:6]3)[C:3]([CH3:46])([CH3:45])[C@@H:2]([O:1][C:57](=[O:59])[CH2:58][C:54]([CH3:61])([CH3:53])[C:55]([OH:60])=[O:56])[CH2:19][CH2:18]4)[CH2:15][CH2:14]2)=[O:28])[CH2:30][CH2:31]1)#[N:36]. Yields the product C(#N)C1(CCN(CC1)C(=O)[C@]12[C@@H]([C@H]3CC[C@@H]4[C@]5(CC[C@@H](C([C@@H]5CC[C@]4([C@@]3(CC1)C)C)(C)C)OC(CC(C(=O)O)(C)C)=O)C)[C@@H](CC2)C(=C)C)C2=CC=CC=C2 (4-((1R,3aS,5aR,5bR,7aR,9S,11aR,11bR,13aR,13bR)-3a-(4-cyano-4-phenylpiperidine-1-carbonyl)-5a,5b,8,8,11a-pentamethyl-1-(prop-1-en-2-yl)icosahydro-1H-cyclopenta[a]chrysen-9-yloxy)-2,2-dimethyl-4-oxobutanoic acid). Starting materials: O[C@@H]1C([C@@H]2CC[C@]3([C@@]4(CC[C@@]5([C@@H]([C@H]4CC[C@@H]3[C@]2(CC1)C)[C@@H](CC5)C(=C)C)C(=O)N5CCC(CC5)(C#N)C5=CC=CC=C5)C)C)(C)C (((1R,3aS,5aR,5bR,7aR,9S,11aR,11bR,13aR,13bR)-9-hydroxy-5a,5b,8,8,11a-pentamethyl-1-(prop-1-en-2-yl)icosahydro-1H-cyclopenta[a]chrysene-3a-carbonyl)-4-phenylpiperidine-4-carbonitrile), N1=CC=CC=C1 (pyridine), CC1(C(OC(C1)=O)=O)C (3,3-dimethyldihydrofuran-2,5-dione). Starting materials: OCCCCCCCCO, CN(C)CC(N)CC(=O)OCc1ccccc1, Cl, Cl, Fc1cccc(CBr)c1, OCCCCCCCCOCc1cccc(F)c1, O=C(O)CCCCCCCOCc1cccc(F)c1. The product is CN(C)CC(CC(=O)OCc1ccccc1)NC(=O)CCCCCCCOCc1cccc(F)c1. Reaction SMILES: [CH2:1]([OH:2])[CH2:3][CH2:4][CH2:5][CH2:6][CH2:7][CH2:8][CH2:9][OH:10].[CH2:59]([c:60]1[cH:61][cH:62][cH:63][cH:64][cH:65]1)[O:66][C:67]([CH2:68][CH:69]([CH2:70][N:71]([CH3:72])[CH3:73])[NH2:74])=[O:75].[ClH:57].[ClH:58].[F:11][c:12]1[cH:13][c:14]([CH2:18][Br:19])[cH:15][cH:16][cH:17]1.[F:20][c:21]1[cH:22][c:23]([CH2:24][O:25][CH2:26][CH2:27][CH2:28][CH2:29][CH2:30][CH2:31][CH2:32][CH2:33][OH:34])[cH:35][cH:36][cH:37]1.[F:38][c:39]1[cH:40][c:41]([CH2:45][O:46][CH2:47][CH2:48][CH2:49][CH2:50][CH2:51][CH2:52][CH2:53][C:54]([OH:55])=[O:56])[cH:42][cH:43][cH:44]1>>[F:20][c:21]1[cH:22][c:23]([CH2:24][O:25][CH2:26][CH2:27][CH2:28][CH2:29][CH2:30][CH2:31][CH2:32][C:33](=[O:34])[NH:74][CH:69]([CH2:68][C:67]([O:66][CH2:59][c:60]2[cH:61][cH:62][cH:63][cH:64][cH:65]2)=[O:75])[CH2:70][N:71]([CH3:72])[CH3:73])[cH:35][cH:36][cH:37]1. Starting materials: C(C)(C)(C)OC(=O)NCC1CCN(CC1)CCC(=O)OCC (Ethyl 3-(4-{[(tert-butoxycarbonyl)amino]methyl}piperidin-1-yl)propanoate), FC(C(=O)O)(F)F (trifluoroacetic acid). Solvent: C(Cl)Cl (CH2Cl2). Reaction conditions: time 8 hour. Yields the product NCC1CCN(CC1)CCC(=O)OCC (ethyl 3-[4-(aminomethyl)piperidin-1-yl]propanoate). As a reaction SMILES: C(OC([NH:8][CH2:9][CH:10]1[CH2:15][CH2:14][N:13]([CH2:16][CH2:17][C:18]([O:20][CH2:21][CH3:22])=[O:19])[CH2:12][CH2:11]1)=O)(C)(C)C.FC(F)(F)C(O)=O>C(Cl)Cl>[NH2:8][CH2:9][CH:10]1[CH2:15][CH2:14][N:13]([CH2:16][CH2:17][C:18]([O:20][CH2:21][CH3:22])=[O:19])[CH2:12][CH2:11]1. Procedure details: To a stirred solution of ethyl 3-(4-{[(tert-butoxycarbonyl)amino]methyl}piperidin-1-yl)propanoate (500 mg, 1.6 mmol, step 1 of Example 10) in CH2Cl2 (5 mL), trifluoroacetic acid (1.2 mL, 16 mmol) was added and stirred overnight at room temperature. The mixture was concentrated, and the residual oil was dissolved in CH2Cl2 (60 mL) and solid K2CO3 (5 g) was added, and stirred for 10 min. The mixture was filtered, and the filtrate was concentrated to give ethyl 3-[4-(aminomethyl)piperidin-1-yl]prop... The reactants are Cl.COCC(OCC)=N (ethyl 2-methoxyacetimidate hydrochloride), OCC(=O)CO (1,3-dihydroxyacetone), N (ammonia). Run in liquid. Yields the product COCC=1NC=C(N1)CO (2-Methoxymethyl-4-imidazolemethanol). As a reaction SMILES: Cl.[CH3:2][O:3][CH2:4][C:5](=[NH:9])OCC.[OH:10][CH2:11][C:12]([CH2:14]O)=O.[NH3:16]>>[CH3:2][O:3][CH2:4][C:5]1[NH:9][CH:14]=[C:12]([CH2:11][OH:10])[N:16]=1 |f:0.1|. Procedure details: A 307.2 gm. portion of ethyl 2-methoxyacetimidate hydrochloride [Rule, J. Chem. Soc. 113, 9 (1918)] and 180 gm. of 1,3-dihydroxyacetone in 1 liter of liquid ammonia are reacted as described in Example 3 giving the desired product as an oil. A crystalline picrate salt (m.p. 175°-178° C.) is obtained by heating the oily product and picric acid in water. The reactants are C(C)OC([C@H](CC1=CC=C(C=C1)OCCCOC1=CC=C(C=C1)I)OC)=O ((2S)-3-{4-[3-(4-iodo-phenoxy)-propoxy]-phenyl}-2-methoxy-propionic acid ethyl ester), N1=CC=CC2=CC=CC(=C12)B(O)O (8-quinoline boronic acid). Yields the product CO[C@H](C(=O)O)CC1=CC=C(C=C1)OCCCOC1=CC=C(C=C1)C=1C=CC=C2C=CC=NC12 ((2S)-2-Methoxy-3-{4-[3-(4-quinolin-8-yl-phenoxy)-propoxy]-phenyl}-propionic acid). Reaction SMILES: C([O:3][C:4](=[O:27])[C@@H:5]([O:25][CH3:26])[CH2:6][C:7]1[CH:12]=[CH:11][C:10]([O:13][CH2:14][CH2:15][CH2:16][O:17][C:18]2[CH:23]=[CH:22][C:21](I)=[CH:20][CH:19]=2)=[CH:9][CH:8]=1)C.[N:28]1[C:37]2[C:32](=[CH:33][CH:34]=[CH:35][C:36]=2B(O)O)[CH:31]=[CH:30][CH:29]=1>>[CH3:26][O:25][C@@H:5]([CH2:6][C:7]1[CH:8]=[CH:9][C:10]([O:13][CH2:14][CH2:15][CH2:16][O:17][C:18]2[CH:19]=[CH:20][C:21]([C:36]3[CH:35]=[CH:34][CH:33]=[C:32]4[C:37]=3[N:28]=[CH:29][CH:30]=[CH:31]4)=[CH:22][CH:23]=2)=[CH:11][CH:12]=1)[C:4]([OH:3])=[O:27]. Procedure details: The title compound was prepared from (2S)-3-{4-[3-(4-iodo-phenoxy)-propoxy]-phenyl}-2-methoxy-propionic acid ethyl ester (Example 270, Step A) and 8-quinoline boronic acid by following the procedure described for Example 270 (Steps B and C). 1H-NMR (MeOD, 300.15 MHz): δ 8.82 (d, 1H, J=2.6), 8.39 (d, 1H, J=8.1), 7.92 (d, 1H, J=7.9), 7.74–7.63 (m, 2H), 7.58–7.51 (m, 3H), 7.18 (d, 2H, J=8.5), 7.08 (d, 2H, J=8.7), 6.88 (d, 2H, J=8.7), 4.28 (t, 2H, J=6.0), 4.20 (t, 2H, J=6.3), 3.90–3.80 (m, 1H), 3.30... Starting materials: [Br-].[NH4+] (ammonium bromide), C1(CC1)N1C(COC2(C1)CCN(CC2)C(C(=O)O)C2=C(C=C(C=C2)C2=CC=C1C=CC=NC1=C2)F)=O (2-(4-cyclopropyl-3-oxo-1-oxa-4,9-diazaspiro[5.5]undecan-9-yl)-2-(2-fluoro-4-(quinolin-7-yl)phenyl)acetic acid), Cl.CN(CCCN=C=NCC)C (N-(3-Dimethylaminopropyl)-N′-ethylcarbodiimide hydrochloride). The reagents and catalysts are CN(C1=CC=NC=C1)C (4-(dimethylamino)pyridine). Run in ClCCl (dichloromethane). Conditions: time 8 hour. The product is C1(CC1)N1C(COC2(C1)CCN(CC2)C(C(=O)N)C2=C(C=C(C=C2)C2=CC=C1C=CC=NC1=C2)F)=O (2-(4-cyclopropyl-3-oxo-1-oxa-4,9-diazaspiro[5.5]undecan-9-yl)-2-(2-fluoro-4-(quinolin-7-yl)phenyl)acetamide). The yield is 37.4%. As a reaction SMILES: [CH:1]1([N:4]2[CH2:9][C:8]3([CH2:14][CH2:13][N:12]([CH:15]([C:19]4[CH:24]=[CH:23][C:22]([C:25]5[CH:34]=[C:33]6[C:28]([CH:29]=[CH:30][CH:31]=[N:32]6)=[CH:27][CH:26]=5)=[CH:21][C:20]=4[F:35])[C:16]([OH:18])=O)[CH2:11][CH2:10]3)[O:7][CH2:6][C:5]2=[O:36])[CH2:3][CH2:2]1.Cl.C[N:39](C)CCCN=C=NCC.[Br-].[NH4+]>ClCCl.CN(C)C1C=CN=CC=1>[CH:1]1([N:4]2[CH2:9][C:8]3([CH2:14][CH2:13][N:12]([CH:15]([C:19]4[CH:24]=[CH:23][C:22]([C:25]5[CH:34]=[C:33]6[C:28]([CH:29]=[CH:30][CH:31]=[N:32]6)=[CH:27][CH:26]=5)=[CH:21][C:20]=4[F:35])[C:16]([NH2:39])=[O:18])[CH2:11][CH2:10]3)[O:7][CH2:6][C:5]2=[O:36])[CH2:2][CH2:3]1 |f:1.2,3.4|. Reported procedure: A solution of 2-(4-cyclopropyl-3-oxo-1-oxa-4,9-diazaspiro[5.5]undecan-9-yl)-2-(2-fluoro-4-(quinolin-7-yl)phenyl)acetic acid (0.257 mmol) in dichloromethane (2 mL) was treated with N-(3-Dimethylaminopropyl)-N′-ethylcarbodiimide hydrochloride (0.386 mmol) and 4-(dimethylamino)pyridine (1.030 mmol) at room temperature. This mixture was stirred for ten minutes at which point ammonium bromide (0.309 mmol) was added. The reaction was allowed to stir at room temperature overnight. The reaction was then... Starting materials: C(C(C)(C)C)(=O)OC1=CC=C(C=O)C=C1 (4-(pivaloyloxy)benzaldehyde), C[Si](CC=CC1=CC=CC=C1)(C)C (trimethylcinnamylsilane), O.C([O-])(O)=O.[Na+] (sodium bicarbonate water), C(C)OCC (diethyl ether). The reagents and catalysts are [Cl-].[Hf+4].[Cl-].[Cl-].[Cl-] (hafnium chloride). Solvent: C1(=CC=CC=C1)OC (anisole), C1(=CC=CC=C1)OC (anisole). Reaction conditions: time 8 hour. Yields the product COC1=CC=C(C=C1)C(C(C=C)C1=CC=CC=C1)C1=CC=C(C=C1)OC(C(C)(C)C)=O (1-(4-methoxyphenyl)-2-phenyl-1-(4-pivaloyloxyphenyl)-3-butene). Isolated yield 75.0%. As a reaction SMILES: [C:1]([O:7][C:8]1[CH:15]=[CH:14][C:11]([CH:12]=O)=[CH:10][CH:9]=1)(=[O:6])[C:2]([CH3:5])([CH3:4])[CH3:3].C[Si](C)(C)[CH2:18][CH:19]=[CH:20][C:21]1[CH:26]=[CH:25][CH:24]=[CH:23][CH:22]=1.O.C(=O)(O)[O-].[Na+].[CH2:35]([O:37][CH2:38][CH3:39])C>C1(OC)C=CC=CC=1.[Cl-].[Hf+4].[Cl-].[Cl-].[Cl-]>[CH3:35][O:37][C:38]1[CH:39]=[CH:10][C:9]([CH:12]([C:11]2[CH:14]=[CH:15][C:8]([O:7][C:1](=[O:6])[C:2]([CH3:5])([CH3:4])[CH3:3])=[CH:9][CH:10]=2)[CH:20]([C:21]2[CH:26]=[CH:25][CH:24]=[CH:23][CH:22]=2)[CH:19]=[CH2:18])=[CH:8][CH:15]=1 |f:2.3.4,7.8.9.10.11|. Procedure: Under an argon atmosphere, hafnium chloride (39.2 mg, 0.122 mmol) is suspended in anisole (3, 0.02 mL), and under ice cooling, an anisole (0.22 mL) solution of 4-(pivaloyloxy)benzaldehyde (1, 25 mg, 0.121 mmol) and trimethylcinnamylsilane (2, 46.7 mg, 0.245 mmol) was slowly added dropwise. After stirring overnight at room temperature, saturated sodium bicarbonate water (5 mL) was poured into the reaction mixture with vigorous stirring, diethyl ether (10 mL) was added and extraction was performed...